This data is from the Open Reaction Database (ORD), a public repository of structured organic reaction records. The task is: describe an organic reaction: reactants, conditions, products, and yield Reactants: ClC(Cl)Cl, OC1(Cn2c(CCl)nc3cnc4ccccc4c32)CCC1, O=C(OO)c1cccc(Cl)c1. The product is [O-][n+]1cc2nc(CCl)n(CC3(O)CCC3)c2c2ccccc21. RXN SMILES: [CH:33]([Cl:34])([Cl:35])[Cl:36].[Cl:12][CH2:13][c:14]1[n:15]([CH2:27][C:28]2([OH:32])[CH2:29][CH2:30][CH2:31]2)[c:16]2[c:17]([cH:18][n:19][c:20]3[cH:21][cH:22][cH:23][cH:24][c:25]23)[n:26]1.[OH:1][O:2][C:3]([c:4]1[cH:5][c:6]([Cl:7])[cH:8][cH:9][cH:10]1)=[O:11]>>[O-:1][n+:19]1[cH:18][c:17]2[c:16]([n:15]([CH2:27][C:28]3([OH:32])[CH2:29][CH2:30][CH2:31]3)[c:14]([CH2:13][Cl:12])[n:26]2)[c:25]2[c:20]1[cH:21][cH:22][cH:23][cH:24]2.